This data is from the Open Reaction Database (ORD), a public repository of structured organic reaction records. The task is: describe an organic reaction: reactants, conditions, products, and yield Starting materials: C(C(O)C)(=O)O (lactic acid), D,L-malic acid, C(C(O)CC(=O)O)(=O)O (malic acid), C([C@@H](O)C)(=O)O (L-lactic acid), C[C@@H](C(=O)O)O (Purac), stainless steel. Reagents/catalysts: CC([O-])C.CC([O-])C.CC([O-])C.CC([O-])C.[Ti+4] (titanium tetraisopropoxide). Conditions: time 30 hour. The product is C(C(O)CC(=O)O)(=O)O.C(C(O)C)(=O)O (Malic Acid Lactic Acid). Reaction SMILES: [C:1]([OH:6])(=[O:5])[C@H:2]([CH3:4])[OH:3].[C:7]([OH:15])(=[O:14])[CH:8]([CH2:10][C:11]([OH:13])=[O:12])[OH:9].C(O)(=O)C(C)O>CC(C)[O-].CC(C)[O-].CC(C)[O-].CC(C)[O-].[Ti+4]>[C:7]([OH:15])(=[O:14])[CH:8]([CH2:10][C:11]([OH:13])=[O:12])[OH:9].[C:1]([OH:6])(=[O:5])[CH:2]([CH3:4])[OH:3] |f:3.4.5.6.7,8.9|. Procedure details: To a 500 ml size glass reactor having a stirrer and a degassing opening, 13.4 g (0.1 mol) of D,L-malic acid made by Wako Pure Chemical Industries, Ltd., 100.2 g (1.0 mol) of 90% L-lactic acid made by Purac, and 18.5 mg (0.0016 mol) of titanium tetraisopropoxide made by Wako Pure Chemical Industries, Ltd. were supplied. In this case, the mol ratio of the malic acid supplied and the lactic acid supplied is 1:10. The reactor was immersed in an oil bath, and a stirring was carried out at 135° C. und... The reactants are Nc1cccc(Br)c1, O=C([O-])O, COC(C)O, COc1cc2ncc(C#N)c(Cl)c2cc1[N+](=O)[O-], [Na+]. As a reaction SMILES: [Br:19][c:20]1[cH:21][c:22]([NH2:23])[cH:24][cH:25][cH:26]1.[C:27](=[O:28])([OH:29])[O-:30].[CH3:32][O:33][CH:34]([OH:35])[CH3:36].[Cl:1][c:2]1[c:3]([C:17]#[N:18])[cH:4][n:5][c:6]2[cH:7][c:8]([O:15][CH3:16])[c:9]([N+:12](=[O:13])[O-:14])[cH:10][c:11]12.[Na+:31]>>[c:2]1([NH:23][c:22]2[cH:21][c:20]([Br:19])[cH:26][cH:25][cH:24]2)[c:3]([C:17]#[N:18])[cH:4][n:5][c:6]2[cH:7][c:8]([O:15][CH3:16])[c:9]([N+:12](=[O:13])[O-:14])[cH:10][c:11]12. Yields the product COc1cc2ncc(C#N)c(Nc3cccc(Br)c3)c2cc1[N+](=O)[O-]. The reactants are CC(=O)N1CCCCC1C(=O)O, Cc1ccccc1, Cc1ccc(S(=O)(=O)O)cc1. Yields the product O=C(O)C1CCCCN1. RXN SMILES: [C:1](=[O:2])([CH3:3])[N:4]1[CH:5]([C:6](=[O:7])[OH:8])[CH2:9][CH2:10][CH2:11][CH2:12]1.[CH3:24][c:25]1[cH:26][cH:27][cH:28][cH:29][cH:30]1.[c:13]1([CH3:14])[cH:15][cH:16][c:17]([S:18]([OH:19])(=[O:20])=[O:21])[cH:22][cH:23]1>>[NH:4]1[CH:5]([C:6](=[O:7])[OH:8])[CH2:9][CH2:10][CH2:11][CH2:12]1. Reactants: [Al+3], CC1CC(NC=O)=NN1c1ccc(Cl)cc1, [H-], [H-], [H-], [H-], [Li+], [Na+], C1CCOC1, [OH-], O. Product: CNC1=NN(c2ccc(Cl)cc2)C(C)C1. As a reaction SMILES: [Al+3:7].[Cl:12][c:13]1[cH:14][cH:15][c:16]([N:19]2[N:20]=[C:21]([NH:25][CH:26]=[O:27])[CH2:22][CH:23]2[CH3:24])[cH:17][cH:18]1.[H-:10].[H-:11].[H-:6].[H-:9].[Li+:8].[Na+:29].[O:1]1[CH2:2][CH2:3][CH2:4][CH2:5]1.[OH-:28].[OH2:30]>>[Cl:12][c:13]1[cH:14][cH:15][c:16]([N:19]2[N:20]=[C:21]([NH:25][CH3:26])[CH2:22][CH:23]2[CH3:24])[cH:17][cH:18]1. The reactants are C1CCOC1, CC(C)(C)[O-], COC[P+](c1ccccc1)(c1ccccc1)c1ccccc1, [Cl-], CC(C)[Si](Oc1cc(F)cc2ccc(C=O)nc12)(C(C)C)C(C)C, [K+]. Yields the product COC=Cc1ccc2cc(F)cc(O[Si](C(C)C)(C(C)C)C(C)C)c2n1. Reaction SMILES: [CH2:54]1[O:55][CH2:56][CH2:57][CH2:58]1.[CH3:24][C:25]([CH3:26])([O-:27])[CH3:28].[CH3:2][O:3][CH2:4][P+:5]([c:6]1[cH:7][cH:8][cH:9][cH:10][cH:11]1)([c:12]1[cH:13][cH:14][cH:15][cH:16][cH:17]1)[c:18]1[cH:19][cH:20][cH:21][cH:22][cH:23]1.[Cl-:1].[F:30][c:31]1[cH:32][c:33]2[cH:34][cH:35][c:36]([CH:52]=[O:53])[n:37][c:38]2[c:39]([O:41][Si:42]([CH:43]([CH3:44])[CH3:45])([CH:46]([CH3:47])[CH3:48])[CH:49]([CH3:50])[CH3:51])[cH:40]1.[K+:29]>>[CH3:2][O:3][CH:4]=[CH:24][c:36]1[cH:35][cH:34][c:33]2[cH:32][c:31]([F:30])[cH:40][c:39]([O:41][Si:42]([CH:43]([CH3:44])[CH3:45])([CH:46]([CH3:47])[CH3:48])[CH:49]([CH3:50])[CH3:51])[c:38]2[n:37]1. The reactants are COc1c([N+](=O)[O-])ccnc1C#N, C[O-], CO, [Na+], [Na], O. Yields the product COc1ccnc(C#N)c1OC. Reaction SMILES: [C:1](#[N:2])[c:3]1[n:4][cH:5][cH:6][c:7]([N+:11]([O-:12])=[O:13])[c:8]1[O:9][CH3:10].[CH3:14][O-:15].[CH3:18][OH:19].[Na+:16].[Na:17].[OH2:20]>>[C:1](#[N:2])[c:3]1[n:4][cH:5][cH:6][c:7]([O:15][CH3:14])[c:8]1[O:9][CH3:10].